From a dataset of the Open Reaction Database (ORD), a public repository of structured organic reaction records. describe an organic reaction: reactants, conditions, products, and yield The solvent is CC(=O)C (acetone). Reaction SMILES: [OH-].[Na+].C[O:4][C:5](=[O:41])[CH2:6][NH:7][C:8](=[O:40])[C@@H:9]([CH3:39])[NH:10][C:11](=[O:38])[C@H:12]([CH2:21][C:22]1[CH:27]=[CH:26][C:25]([OH:28])=[CH:24][C:23]=1[CH2:29][C:30]1[C:35]([Cl:36])=[CH:34][CH:33]=[CH:32][C:31]=1[Cl:37])[NH:13][C:14]([O:16][C:17]([CH3:20])([CH3:19])[CH3:18])=[O:15].Cl>CC(C)=O>[C:17]([O:16][C:14]([NH:13][C@H:12]([C:11]([NH:10][C@@H:9]([C:8]([NH:7][CH2:6][C:5]([OH:41])=[O:4])=[O:40])[CH3:39])=[O:38])[CH2:21][C:22]1[CH:27]=[CH:26][C:25]([OH:28])=[CH:24][C:23]=1[CH2:29][C:30]1[C:35]([Cl:36])=[CH:34][CH:33]=[CH:32][C:31]=1[Cl:37])=[O:15])([CH3:18])([CH3:19])[CH3:20] |f:0.1|. The product is C(C)(C)(C)OC(=O)N[C@@H](CC1=C(C=C(C=C1)O)CC1=C(C=CC=C1Cl)Cl)C(=O)N[C@H](C)C(=O)NCC(=O)O (t-butoxycarbonyl-0-(2,6-dichlorobenzyl)-L-tyrosyl-D-alanylglycine). Starting materials: [OH-].[Na+] (sodium hydroxide), COC(CNC([C@H](NC([C@@H](NC(=O)OC(C)(C)C)CC1=C(C=C(C=C1)O)CC1=C(C=CC=C1Cl)Cl)=O)C)=O)=O (t-butoxycarbonyl-0-(2,6-dichlorobenzyl)-L-tyrosyl-D-alanylglycine methyl ester), Cl (hydrochloric acid). Reported procedure: Aqueous 1N sodium hydroxide (12 ml.) is added to a suspension of t-butoxycarbonyl-0-(2,6-dichlorobenzyl)-L-tyrosyl-D-alanylglycine methyl ester (Step 2, 4.7 g.) in acetone (25 ml.) stirred with a magnetic stirrer. After 4 1/2 hours the solution is acidified to pH 2 with 4N hydrochloric acid. After an hour a white precipitate is removed by filtration and dried under vacuum to give t-butoxycarbonyl-0-(2,6-dichlorobenzyl)-L-tyrosyl-D-alanylglycine. The reactants are FC1=NC=CC(=C1)C1=NC(=NC=C1)SC (4-(2-fluoropyridin-4-yl)-2-(methylthio)pyrimidine), [OH-].[Na+] (NaOH). Run in Cl (HCl). Yields the product CSC1=NC=CC(=N1)C1=CC(NC=C1)=O (4-(2-(methylthio)pyrimidin-4-yl)pyridin-2(1H)-one). Isolated yield 49.0%. Reaction SMILES: F[C:2]1[CH:7]=[C:6]([C:8]2[CH:13]=[CH:12][N:11]=[C:10]([S:14][CH3:15])[N:9]=2)[CH:5]=[CH:4][N:3]=1.[OH-:16].[Na+]>Cl>[CH3:15][S:14][C:10]1[N:9]=[C:8]([C:6]2[CH:5]=[CH:4][NH:3][C:2](=[O:16])[CH:7]=2)[CH:13]=[CH:12][N:11]=1 |f:1.2|. Procedure details: A suspension of 4-(2-fluoropyridin-4-yl)-2-(methylthio)pyrimidine (6.83 g, 30.9 mmol) in 2N HCl (100 mL) was heated to reflux for 2 hours. The reaction mixture was cooled to room temperature and placed in an ice bath. The pH was adjusted to about 7 with 2N NaOH (about 100 mL). The resulting solids were collected by filtration, washed with water and dried to give 4-(2-(methylthio)pyrimidin-4-yl)pyridin-2(1H)-one (5.07 g) as a solid. This material was placed in the thimble of a Soxhlet apparatus a... The product is O=C1Nc2cccnc2N(C(=O)CCCCl)c2ccccc21. Reaction SMILES: [CH3:24][CH2:25][O:26][C:27](=[O:28])[CH3:29].[Cl:1][CH2:2][CH2:3][CH2:4][C:5](=[O:6])[Cl:7].[c:30]1([CH3:31])[c:32]([CH3:33])[cH:34][cH:35][cH:36][cH:37]1.[n:8]1[cH:9][cH:10][cH:11][c:12]2[c:13]1[NH:14][c:15]1[c:16]([cH:20][cH:21][cH:22][cH:23]1)[C:17](=[O:19])[NH:18]2>>[Cl:1][CH2:2][CH2:3][CH2:4][C:5](=[O:6])[N:14]1[c:13]2[n:8][cH:9][cH:10][cH:11][c:12]2[NH:18][C:17](=[O:19])[c:16]2[c:15]1[cH:23][cH:22][cH:21][cH:20]2. The reactants are CCOC(C)=O, O=C(Cl)CCCCl, Cc1ccccc1C, O=C1Nc2cccnc2Nc2ccccc21. Reactants: BrC1=CC(=C(C=C1)[C@H](C)N[S@](=O)C(C)(C)C)F ((R)—N—((S)-1-(4-bromo-2-fluorophenyl)ethyl)-2-methylpropane-2-sulfinamide), [Al] (aluminum), C1(CC1)[B-](F)(F)F.[K+] (potassium cyclopropyltrifluoroborate), C([O-])([O-])=O.[Cs+].[Cs+] (cesium carbonate), C12(CC3CC(CC(C1)C3)C2)P(CCCC)C23CC1CC(CC(C2)C1)C3 (di(1-adamantyl)-n-butylphosphine). Reagents/catalysts: CC(=O)[O-].CC(=O)[O-].[Pd+2] (Pd(OAc)2). Solvent: [NH4+].[Cl-] (NH4Cl), O (water), C1(=CC=CC=C1)C (toluene). Conditions: temperature 100 celsius. Yields the product C1(CC1)C1=CC(=C(C=C1)[C@H](C)N[S@](=O)C(C)(C)C)F ((R)—N—((S)-1-(4-cyclopropyl-2-fluorophenyl)ethyl)-2-methylpropane-2-sulfinamide). Isolated yield 106.5%. RXN SMILES: Br[C:2]1[CH:7]=[CH:6][C:5]([C@@H:8]([NH:10][S@@:11]([C:13]([CH3:16])([CH3:15])[CH3:14])=[O:12])[CH3:9])=[C:4]([F:17])[CH:3]=1.[CH:18]1([B-](F)(F)F)[CH2:20][CH2:19]1.[K+].C(=O)([O-])[O-].[Cs+].[Cs+].C12(P(C34CC5CC(CC(C5)C3)C4)CCCC)CC3CC(CC(C3)C1)C2.[Al]>[NH4+].[Cl-].CC([O-])=O.CC([O-])=O.[Pd+2].O.C1(C)C=CC=CC=1>[CH:18]1([C:2]2[CH:7]=[CH:6][C:5]([C@@H:8]([NH:10][S@@:11]([C:13]([CH3:16])([CH3:15])[CH3:14])=[O:12])[CH3:9])=[C:4]([F:17])[CH:3]=2)[CH2:20][CH2:19]1 |f:1.2,3.4.5,8.9,10.11.12|. Reported procedure: To a microwave vial containing a stir bar was added (R)—N—((S)-1-(4-bromo-2-fluorophenyl)ethyl)-2-methylpropane-2-sulfinamide (100 mg, 0.31 mmol) followed by the addition of potassium cyclopropyltrifluoroborate (459 mg, 3.10 mmol), cesium carbonate (506 mg, 1.55 mmol) and Pd(OAc)2 (7 mg, 0.03 mmol) and di(1-adamantyl)-n-butylphosphine (22 mg, 0.06 mmol), toluene (2.6 mL) and finally water (0.5 mL). The vial capped and heated by microwave irradiation for 20 min at 100° C., followed by thermal hea... Reactants: C([O-])([O-])=O.[K+].[K+] (potassium carbonate), OC1=CC=CC=2C(C=C(OC21)C(=O)OCC)=O (ethyl 8-hydroxy-4-oxo-4H-1-benzopyran-2-carboxylate), O (water), C1(=CC=CC=C1)CCCCOC1=CC=C(CCl)C=C1 (4-(4-phenylbutoxy)benzyl chloride). The solvent is C(Cl)(Cl)Cl (chloroform), CN(C=O)C (N,N-dimethylformamide). Reaction conditions: time 10 minute. Yields the product C1(=CC=CC=C1)CCCCOC1=CC=C(C=C1)COC1=CC=CC=2C(C=C(OC21)C(=O)OCC)=O (Ethyl 8-[[4-(4-phenylbutoxy)phenyl]methyloxy]-4-oxo-4H-1-benzopyran-2-carboxylate). Yield: 72.2%. RXN SMILES: C(=O)([O-])[O-].[K+].[K+].[OH:7][C:8]1[C:17]2[O:16][C:15]([C:18]([O:20][CH2:21][CH3:22])=[O:19])=[CH:14][C:13](=[O:23])[C:12]=2[CH:11]=[CH:10][CH:9]=1.[C:24]1([CH2:30][CH2:31][CH2:32][CH2:33][O:34][C:35]2[CH:42]=[CH:41][C:38]([CH2:39]Cl)=[CH:37][CH:36]=2)[CH:29]=[CH:28][CH:27]=[CH:26][CH:25]=1.O>CN(C)C=O.C(Cl)(Cl)Cl>[C:24]1([CH2:30][CH2:31][CH2:32][CH2:33][O:34][C:35]2[CH:42]=[CH:41][C:38]([CH2:39][O:7][C:8]3[C:17]4[O:16][C:15]([C:18]([O:20][CH2:21][CH3:22])=[O:19])=[CH:14][C:13](=[O:23])[C:12]=4[CH:11]=[CH:10][CH:9]=3)=[CH:37][CH:36]=2)[CH:25]=[CH:26][CH:27]=[CH:28][CH:29]=1 |f:0.1.2|. Procedure details: A solution of potassium carbonate (330 mg, 2.39 mmol) in dry N,N-dimethylformamide (15 ml) was added with ethyl 8-hydroxy-4-oxo-4H-1-benzopyran-2-carboxylate (520 mg, 2.39 mmol) stirring at room temperature for 10 min. After that the reaction mixture was added with 4-(4-phenylbutoxy)benzyl chloride 595 mg, 2.17 mmol) and left under stirring at 60° C. for 18 h, subsequently was added with water (25 ml), extracted with ethyl ether (3×50 ml), dried and the solvent was evaporated off under reduced p... As a reaction SMILES: C[Si](I)(C)C.[Cl:6][C:7]1[CH:15]=[C:14]2[C:10]([C:11]([NH:16][C:17](=[O:21])[CH2:18][CH2:19][CH3:20])=[N:12][NH:13]2)=[CH:9][C:8]=1[C:22]1[CH:27]=[CH:26][C:25]([O:28]CC2C=CC=CC=2)=[CH:24][CH:23]=1>CO>[Cl:6][C:7]1[CH:15]=[C:14]2[C:10]([C:11]([NH:16][C:17](=[O:21])[CH2:18][CH2:19][CH3:20])=[N:12][NH:13]2)=[CH:9][C:8]=1[C:22]1[CH:23]=[CH:24][C:25]([OH:28])=[CH:26][CH:27]=1. Starting materials: C[Si](C)(C)I (trimethylsilyl iodide), ClC1=C(C=C2C(=NNC2=C1)NC(CCC)=O)C1=CC=C(C=C1)OCC1=CC=CC=C1 (N-[6-chloro-5-[4-(phenylmethoxy)phenyl]-1H-indazol-3-yl]butanamide). The solvent is CO (methanol). The product is ClC1=C(C=C2C(=NNC2=C1)NC(CCC)=O)C1=CC=C(C=C1)O (N-[6-chloro-5-(4-hydroxyphenyl)-1H-indazol-3-yl]butanamide). Isolated yield 24.3%. Reported procedure: 20 cm3 of trimethylsilyl iodide are added to 1.1 g of N-[6-chloro-5-[4-(phenylmethoxy)phenyl]-1H-indazol-3-yl]butanamide, prepared in Example 95, and the mixture is refluxed for 18 hours. 30 cm3 of methanol are added and the reaction medium is refluxed for 30 minutes and then concentrated to dryness under reduced pressure (2 kPa; 50° C.). The residue is taken up in 100 cm3 of ethyl acetate and 100 cm3 of water and the organic phase is washed with 2×75 cm3 of 10% sodium thiosulphate solution and ... Starting materials: N1C=C(C2=CC=CC=C12)CCCC(=O)O (4-(3-indolyl)butanoic acid), CS(=O)C.Cl (DMSO HCl), [N+](=[N-])=C (diazomethane). Yields the product O=C1NC2=CC=CC=C2C1CCCC(=O)O (4-(2-oxo-3-indolinyl)butanoic acid). The yield is 89.0%. RXN SMILES: [NH:1]1[C:9]2[C:4](=[CH:5][CH:6]=[CH:7][CH:8]=2)[C:3]([CH2:10][CH2:11][CH2:12][C:13]([OH:15])=[O:14])=[CH:2]1.CS(C)=[O:18].Cl.[N+](=C)=[N-]>>[O:18]=[C:2]1[CH:3]([CH2:10][CH2:11][CH2:12][C:13]([OH:15])=[O:14])[C:4]2[C:9](=[CH:8][CH:7]=[CH:6][CH:5]=2)[NH:1]1 |f:1.2|. Reported procedure: Similar treatment of methyl 3-(3-indolinyl)propanoic [II: R1 =R3 =H, R2 =(CH2)2COOH] (0.93 g) with DMSO/HCl, followed by esterification with diazomethane and chromatography on silica gel, gave methyl 3-(2-oxo-3-indolyl)propanoate [III: R1 -R3 =H, R2 =(CH2)2COOMe] (0.89 g, 89%) as a yellow oil (Julian P. L., Printy H. C., J. Am. Chem. Soc. 1953;75:5301-5305 report mp 79°-80° C.).